From a dataset of the Open Reaction Database (ORD), a public repository of structured organic reaction records. describe an organic reaction: reactants, conditions, products, and yield The reactants are C(CCC)[Li] (butyllithium), P(=O)(OCC)(OCC)Cl (diethyl chlorophosphate), C(C)N(S(=O)(=O)C)CC (N,N diethyl methanesulfonamide). The solvent is CCCCCC (hexane), O1CCCC1 (tetrahydrofuran). Conditions: time 1.5 hour. Yields the product C(C)N(S(=O)(=O)CP(OCC)(OCC)=O)CC (diethyl [[(diethylamino)sulfonyl]methyl]-phosphonate). Reaction SMILES: [CH2:1]([N:3]([CH2:8][CH3:9])[S:4]([CH3:7])(=[O:6])=[O:5])[CH3:2].C([Li])CCC.[P:15](Cl)([O:20][CH2:21][CH3:22])([O:17][CH2:18][CH3:19])=[O:16]>O1CCCC1.CCCCCC>[CH2:1]([N:3]([CH2:8][CH3:9])[S:4]([CH2:7][P:15](=[O:16])([O:20][CH2:21][CH3:22])[O:17][CH2:18][CH3:19])(=[O:6])=[O:5])[CH3:2]. Reported procedure: A solution of N,N diethyl methanesulfonamide (4.7 g) in tetrahydrofuran (50 ml) was stirred at 20° C and treated with butyllithium in hexane (2.6 N, 27.9 ml) and diethyl chlorophosphate (5.2 ml). The cooling bath was removed and the mixture was stirred for 1.5 hours and poured onto ice. The resulting mixture was saturated with sodium bicarbonate, extracted with methylene chloride and the organic phase was washed with water, dried with sodium sulfate and magnesium sulfate, filtered and concentrat... The reactants are CC1=CC=CC(=N1)CC#CO (3-(6-methyl -2-pyridyl)propyn-1-ol). Reagents/catalysts: O=[Pt]=O (PtO2). Run in CO (MeOH). Run at time 30 minute. Product: CC1=CC=CC(=N1)CCCO (3-(6-Methyl-2- pyridyl)propanol). Yield: 77.0%. Reaction SMILES: [CH3:1][C:2]1[N:7]=[C:6]([CH2:8][C:9]#[C:10][OH:11])[CH:5]=[CH:4][CH:3]=1>CO.O=[Pt]=O>[CH3:1][C:2]1[N:7]=[C:6]([CH2:8][CH2:9][CH2:10][OH:11])[CH:5]=[CH:4][CH:3]=1. Procedure: 3-(6-methyl -2-pyridyl)propyn-1-ol was dissolved in MeOH (100 mL) and PtO2 (0.09 g) was added. The reaction mixture was hydrogenated at 4 atm for 30 min. The catalyst was filtered off and methanol evaporated in vacuo. The orange oily residue (2 g) was purified by column chromatography (silica gel, ethyl acetate) yielding a yellow oil (77%). MS (DCI) (M+H)+ at m/z 152. Starting materials: COC1=CC=C(CO)C=C1 (4-methoxybenzyl alcohol), [H-].[Na+] (sodium hydride), sodium alkoxide, C(Br)C1CO1 (epibromohydrin), [H][H] (hydrogen). Run in O1CCCC1 (tetrahydrofuran), O1CCCC1 (tetrahydrofuran). Run at time 12 hour. Yields the product O1C(CC(C2=CC=C(C=C2)OC)OC(C2=CC=C(C=C2)OC)CC2CO2)C1 (2,3-epoxypropyl-4-methoxybenzyl ether). RXN SMILES: [CH3:1][O:2][C:3]1[CH:10]=[CH:9][C:6]([CH2:7][OH:8])=[CH:5][CH:4]=1.[H-].[Na+].[H][H].[CH2:15]([CH:17]1[O:19][CH2:18]1)Br>O1CCCC1>[O:19]1[CH2:18][CH:17]1[CH2:15][CH:7]([O:8][CH:7]([CH2:15][CH:17]1[O:19][CH2:18]1)[C:6]1[CH:9]=[CH:10][C:3]([O:2][CH3:1])=[CH:4][CH:5]=1)[C:6]1[CH:9]=[CH:10][C:3]([O:2][CH3:1])=[CH:4][CH:5]=1 |f:1.2|. Procedure: A solution of 4-methoxybenzyl alcohol (800 g, 5.8 mol) in dry tetrahydrofuran (1200 ml) was added dropwise to a stirred slurry of sodium hydride (280 g of a 60% dispersion in oil, 7.0 mol) in dry tetrahydrofuran (600 ml) at -5° C. and under a gentle stream of dry nitrogen. The resulting slurry was allowed to warm up to room temperature and stirred until hydrogen evolution ceased. The resulting slurry containing sodium alkoxide was cooled to -5° C., and treated with epibromohydrin (860 g, 6.3 mol... Reactants: COC(=O)C=1C=C2C(CC(NC2=CC1)C1=C(C=CC(=C1)Br)Cl)(C)C (2-(5-bromo-2-chloro-phenyl)-4,4-dimethyl-1,2,3,4-tetrahydro-quinoline-6-carboxylic acid methyl ester), O1C(NCC1)=O (oxazolidin-2-one), CNCCNC (N,N′-dimethyl-ethane-1,2-diamine), C([O-])([O-])=O.[K+].[K+] (potassium carbonate). The reagents and catalysts are [Cu]I (copper(I) iodide). The solvent is C(C)#N (acetonitrile). Product: ClC1=C(C=C(C=C1)N1C(OCC1)=O)C1NC2=CC=C(C=C2C(C1)(C)C)C(=O)O (2-[2-chloro-5-(2-oxo-oxazolidin-3-yl)-phenyl]-4,4-dimethyl-1,2,3,4-tetrahydro-quinoline-6-carboxylic acid). Isolated yield 49.5%. As a reaction SMILES: C[O:2][C:3]([C:5]1[CH:6]=[C:7]2[C:12](=[CH:13][CH:14]=1)[NH:11][CH:10]([C:15]1[CH:20]=[C:19](Br)[CH:18]=[CH:17][C:16]=1[Cl:22])[CH2:9][C:8]2([CH3:24])[CH3:23])=[O:4].[O:25]1[CH2:29][CH2:28][NH:27][C:26]1=[O:30].CNCCNC.C(=O)([O-])[O-].[K+].[K+]>C(#N)C.[Cu]I>[Cl:22][C:16]1[CH:17]=[CH:18][C:19]([N:27]2[CH2:28][CH2:29][O:25][C:26]2=[O:30])=[CH:20][C:15]=1[CH:10]1[CH2:9][C:8]([CH3:24])([CH3:23])[C:7]2[C:12](=[CH:13][CH:14]=[C:5]([C:3]([OH:2])=[O:4])[CH:6]=2)[NH:11]1 |f:3.4.5|. Procedure: A mixture solution of 2-(5-bromo-2-chloro-phenyl)-4,4-dimethyl-1,2,3,4-tetrahydro-quinoline-6-carboxylic acid methyl ester (1.39 g, 3.53 mmol), oxazolidin-2-one (323 mg, 3.7 mmol), copper(I) iodide (135 mg, 0.71 mmol), N,N′-dimethyl-ethane-1,2-diamine (0.152 mL, 1.41 mmol), and potassium carbonate (1.46 g, 10.6 mmol) in acetonitrile (30 mL) was stirred at 90° C. for 72 h. Then the reaction mixture was cooled to room temperature. The reaction mixture was extracted with ethyl acetate (200 mL×2), w... Starting materials: ClC(C1=NN(C2=CC=CC=C12)C1=CC=CC=C1)C1CCCCC1 (3-[chloro(cyclohexyl)methyl]-1-phenyl-1H-indazole), NC1=CC=C(C=C1)C(=O)NCCC(=O)OCC (ethyl 3-{[(4-aminophenyl)carbonyl]amino}propanoate), compound. Yields the product C1(CCCCC1)C(C1=NN(C2=CC=CC=C12)C1=CC=CC=C1)NC1=CC=C(C=C1)C(=O)NCCC(=O)O (3-{[(4-{[cyclohexyl(1-phenyl-1H-indazol-3-yl)methyl]amino}phenyl)carbonyl]amino}propanoic acid). As a reaction SMILES: Cl[CH:2]([CH:18]1[CH2:23][CH2:22][CH2:21][CH2:20][CH2:19]1)[C:3]1[C:11]2[C:6](=[CH:7][CH:8]=[CH:9][CH:10]=2)[N:5]([C:12]2[CH:17]=[CH:16][CH:15]=[CH:14][CH:13]=2)[N:4]=1.[NH2:24][C:25]1[CH:30]=[CH:29][C:28]([C:31]([NH:33][CH2:34][CH2:35][C:36]([O:38]CC)=[O:37])=[O:32])=[CH:27][CH:26]=1>>[CH:18]1([CH:2]([NH:24][C:25]2[CH:26]=[CH:27][C:28]([C:31]([NH:33][CH2:34][CH2:35][C:36]([OH:38])=[O:37])=[O:32])=[CH:29][CH:30]=2)[C:3]2[C:11]3[C:6](=[CH:7][CH:8]=[CH:9][CH:10]=3)[N:5]([C:12]3[CH:17]=[CH:16][CH:15]=[CH:14][CH:13]=3)[N:4]=2)[CH2:23][CH2:22][CH2:21][CH2:20][CH2:19]1. Reported procedure: Using 3-[chloro(cyclohexyl)methyl]-1-phenyl-1H-indazole (370 mg) synthesized above and ethyl 3-{[(4-aminophenyl)carbonyl]amino}propanoate (269 mg) synthesized in Example 1(2) and in the same manner as in Example A7(3), the title object compound (79.1 mg, 14%) was obtained as a pale-yellow solid.